The task is: describe an organic reaction: reactants, conditions, products, and yield. This data is from the Open Reaction Database (ORD), a public repository of structured organic reaction records. Starting materials: O=C(n1ccnc1)n1ccnc1, CC(C)C1COCCCCn2cnc(c2)CC(N)C(=O)N1, CC(C)(C)OC(=O)Nc1ccc(CC(N)C(=O)OC(C)(C)C)cn1, CN(C)C=O. The product is CC(C)C1COCCCCn2cnc(c2)CC(NC(=O)NC(Cc2ccc(NC(=O)OC(C)(C)C)nc2)C(=O)OC(C)(C)C)C(=O)N1. As a reaction SMILES: [C:22](=[O:23])([n:24]1[cH:25][cH:26][n:27][cH:28]1)[n:29]1[cH:30][cH:31][n:32][cH:33]1.[NH2:1][CH:2]1[C:3](=[O:21])[NH:4][CH:5]([CH:18]([CH3:19])[CH3:20])[CH2:6][O:7][CH2:8][CH2:9][CH2:10][CH2:11][n:12]2[cH:13][n:14][c:15]([cH:17]2)[CH2:16]1.[NH2:34][CH:35]([C:36](=[O:37])[O:38][C:39]([CH3:40])([CH3:41])[CH3:42])[CH2:43][c:44]1[cH:45][n:46][c:47]([NH:50][C:51](=[O:52])[O:53][C:54]([CH3:55])([CH3:56])[CH3:57])[cH:48][cH:49]1.[O:58]=[CH:59][N:60]([CH3:61])[CH3:62]>>[NH:1]([CH:2]1[C:3](=[O:21])[NH:4][CH:5]([CH:18]([CH3:19])[CH3:20])[CH2:6][O:7][CH2:8][CH2:9][CH2:10][CH2:11][n:12]2[cH:13][n:14][c:15]([cH:17]2)[CH2:16]1)[C:22](=[O:23])[NH:34][CH:35]([C:36](=[O:37])[O:38][C:39]([CH3:40])([CH3:41])[CH3:42])[CH2:43][c:44]1[cH:45][n:46][c:47]([NH:50][C:51](=[O:52])[O:53][C:54]([CH3:55])([CH3:56])[CH3:57])[cH:48][cH:49]1. Starting materials: Cc1noc(C)c1S(=O)(=O)Cl, CCN(C(C)C)C(C)C, COc1ccc(F)cc1C(=O)c1cnc(NC2CCNCC2)nc1N, C1CCOC1, O. Product: COc1ccc(F)cc1C(=O)c1cnc(NC2CCN(S(=O)(=O)c3c(C)noc3C)CC2)nc1N. Reaction SMILES: [CH3:35][c:36]1[n:37][o:38][c:39]([CH3:45])[c:40]1[S:41](=[O:42])(=[O:43])[Cl:44].[CH:26]([N:27]([CH:28]([CH3:29])[CH3:30])[CH2:31][CH3:32])([CH3:33])[CH3:34].[NH2:1][c:2]1[n:3][c:4]([NH:19][CH:20]2[CH2:21][CH2:22][NH:23][CH2:24][CH2:25]2)[n:5][cH:6][c:7]1[C:8](=[O:9])[c:10]1[c:11]([O:17][CH3:18])[cH:12][cH:13][c:14]([F:16])[cH:15]1.[O:47]1[CH2:48][CH2:49][CH2:50][CH2:51]1.[OH2:46]>>[NH2:1][c:2]1[n:3][c:4]([NH:19][CH:20]2[CH2:21][CH2:22][N:23]([S:41]([c:40]3[c:36]([CH3:35])[n:37][o:38][c:39]3[CH3:45])(=[O:42])=[O:43])[CH2:24][CH2:25]2)[n:5][cH:6][c:7]1[C:8](=[O:9])[c:10]1[c:11]([O:17][CH3:18])[cH:12][cH:13][c:14]([F:16])[cH:15]1. Reactants: 1D, BrC1=C2C(C(N(C2=CC=C1)CCCCC)=O)(C1=CC2=C(OCO2)C=C1O)O (4-bromo-3-hydroxy-3-(6-hydroxy-1,3-benzodioxol-5-yl)-1-pentyl-1,3-dihydro-2H-indol-2-one), OC1(C(N(C2=CC=CC=C12)CCN1C(C2=CC=CC=C2C1=O)=O)=O)C1=CC2=C(OCO2)C=C1O (2-{2-[3-hydroxy-3-(6-hydroxy-1,3-benzodioxol-5-yl)-2-oxo-2,3-dihydro-1H-indol-1-yl]ethyl}-1H-isoindole-1,3(2H)-dione). The product is OC=1C(=CC2=C(OCO2)C1)C1C(N(C2=CC=CC=C12)CCN1C(C2=CC=CC=C2C1=O)=O)=O (2-{2-[3-(6-hydroxy-1,3-benzodioxol-5-yl)-2-oxo-2,3-dihydro-1H-indol-1-yl]ethyl}-1H-isoindole-1,3(2H)-dione). RXN SMILES: BrC1C=CC=C2C=1C(O)(C1C(O)=CC3OCOC=3C=1)C(=O)N2CCCCC.O[C:29]1([C:52]2[C:60]([OH:61])=[CH:59][C:55]3[O:56][CH2:57][O:58][C:54]=3[CH:53]=2)[C:37]2[C:32](=[CH:33][CH:34]=[CH:35][CH:36]=2)[N:31]([CH2:38][CH2:39][N:40]2[C:48](=[O:49])[C:47]3[C:42](=[CH:43][CH:44]=[CH:45][CH:46]=3)[C:41]2=[O:50])[C:30]1=[O:51]>>[OH:61][C:60]1[C:52]([CH:29]2[C:37]3[C:32](=[CH:33][CH:34]=[CH:35][CH:36]=3)[N:31]([CH2:38][CH2:39][N:40]3[C:48](=[O:49])[C:47]4[C:42](=[CH:43][CH:44]=[CH:45][CH:46]=4)[C:41]3=[O:50])[C:30]2=[O:51])=[CH:53][C:54]2[O:58][CH2:57][O:56][C:55]=2[CH:59]=1. Procedure details: Following the procedure as described in PREPARATION 1D, and making non-critical variations to replace 4-bromo-3-hydroxy-3-(6-hydroxy-1,3-benzodioxol-5-yl)-1-pentyl-1,3-dihydro-2H-indol-2-one with 2-{2-[3-hydroxy-3-(6-hydroxy-1,3-benzodioxol-5-yl)-2-oxo-2,3-dihydro-1H-indol-1-yl]ethyl}-1H-isoindole-1,3(2H)-dione, the title compound was obtained (90%) as a white solid: 1H NMR (300 MHz, CD3OD) δ 10.15-10.05 (br, 1H), 8.66-8.58 (m, 4H), 8.07-7.70 (m, 4H), 7.12 (s, 1H), 7.18 (s, 1H), 6.70 (s, 1H), 6.... Starting materials: CCOC(=O)CCCBr, O=C([O-])[O-], CCC(C)=O, CC1CCCN1, Cl, [K+], [K+]. Yields the product CCOC(=O)CCCN1CCCC1C. RXN SMILES: [Br:14][CH2:15][CH2:16][CH2:17][C:18](=[O:19])[O:20][CH2:21][CH3:22].[C:8](=[O:9])([O-:10])[O-:11].[CH3:23][C:24](=[O:25])[CH2:26][CH3:27].[CH3:2][CH:3]1[NH:4][CH2:5][CH2:6][CH2:7]1.[ClH:1].[K+:12].[K+:13]>>[CH3:2][CH:3]1[N:4]([CH2:15][CH2:16][CH2:17][C:18](=[O:19])[O:20][CH2:21][CH3:22])[CH2:5][CH2:6][CH2:7]1. Starting materials: C1CCOC1, COC(=O)c1c(C)oc2cc(Oc3ccnc4cc(C(=O)N5CCC(OC)C5)sc34)ccc12, CO, CO, [Li+], [OH-], O. Yields the product COC1CCN(C(=O)c2cc3nccc(Oc4ccc5c(C(=O)O)c(C)oc5c4)c3s2)C1. RXN SMILES: [CH2:37]1[O:38][CH2:39][CH2:40][CH2:41]1.[CH3:1][O:2][CH:3]1[CH2:4][N:5]([C:8](=[O:9])[c:10]2[cH:11][c:12]3[n:13][cH:14][cH:15][c:16]([O:19][c:20]4[cH:21][c:22]5[c:23]([c:24]([C:28](=[O:29])[O:30][CH3:31])[c:25]([CH3:27])[o:26]5)[cH:32][cH:33]4)[c:17]3[s:18]2)[CH2:6][CH2:7]1.[CH3:42][OH:43].[CH3:44][OH:45].[Li+:36].[OH-:35].[OH2:34]>>[CH3:1][O:2][CH:3]1[CH2:4][N:5]([C:8](=[O:9])[c:10]2[cH:11][c:12]3[n:13][cH:14][cH:15][c:16]([O:19][c:20]4[cH:21][c:22]5[c:23]([c:24]([C:28](=[O:29])[OH:30])[c:25]([CH3:27])[o:26]5)[cH:32][cH:33]4)[c:17]3[s:18]2)[CH2:6][CH2:7]1. Reported procedure: 500 mg of N-methyl-N-[2-(3,4-dimethoxyphenyl)ethyl]-1,3-propanediamine and 0.21 ml of cyclopentanone were dissolved in 5 ml of ethanol, followed by the addition of 10 mg of platinum oxide to carry out hydrogenation at a room temperature under 1 atm for 6 hours. The reaction mixture was filtered to remove the catalyst. The filtrate was concentrated under a reduced pressure to obtain 660 mg of the title compound as a yellow oil (yield: 100%). Reagents/catalysts: [Pt]=O (platinum oxide). Yield: 100.0%. The reactants are CN(CCCN)CCC1=CC(=C(C=C1)OC)OC (N-methyl-N-[2-(3,4-dimethoxyphenyl)ethyl]-1,3-propanediamine), C1(CCCC1)=O (cyclopentanone). Solvent: C(C)O (ethanol). Reaction SMILES: [CH3:1][N:2]([CH2:7][CH2:8][C:9]1[CH:14]=[CH:13][C:12]([O:15][CH3:16])=[C:11]([O:17][CH3:18])[CH:10]=1)[CH2:3][CH2:4][CH2:5][NH2:6].[C:19]1(=O)[CH2:23][CH2:22][CH2:21][CH2:20]1>C(O)C.[Pt]=O>[CH:19]1([NH:6][CH2:5][CH2:4][CH2:3][N:2]([CH3:1])[CH2:7][CH2:8][C:9]2[CH:14]=[CH:13][C:12]([O:15][CH3:16])=[C:11]([O:17][CH3:18])[CH:10]=2)[CH2:23][CH2:22][CH2:21][CH2:20]1. Yields the product C1(CCCC1)NCCCN(CCC1=CC(=C(C=C1)OC)OC)C (N-Cyclopentyl-N'-methyl-N'-[2-(3,4-dimethoxyphenyl)ethyl]-1,3-propanediamin). The reactants are BrC1=NC(=C2C=CC(N(C2=C1)C1=C(C=CC=C1Cl)Cl)=O)C1=C(C=CC=C1)Cl (7-bromo-5-(2-chlorophenyl)-1-(2,6-dichlorophenyl)-1,6-naphthyridin-2(1H)-one), NC1CC(NC(C1)(C)C)(C)C (4-amino-2,2,6,6-tetramethylpiperidine). Run in CS(=O)C (DMSO). Conditions: temperature 130 celsius, time 3 hour. Yields the product C(C)(C)(C)N1CCC(CC1)C1=NC(=C2C=CC(N(C2=C1)C1=C(C=CC=C1Cl)Cl)=O)C1=C(C=CC=C1)Cl (7-(1-tert-Butylpiperidin-4-yl)-5-(2-chlorophenyl)-1-(2,6-dichlorophenyl)-1,6-naphthyridin-2(1H)-one). RXN SMILES: Br[C:2]1[CH:11]=[C:10]2[C:5]([CH:6]=[CH:7][C:8](=[O:20])[N:9]2[C:12]2[C:17]([Cl:18])=[CH:16][CH:15]=[CH:14][C:13]=2[Cl:19])=[C:4]([C:21]2[CH:26]=[CH:25][CH:24]=[CH:23][C:22]=2[Cl:27])[N:3]=1.N[CH:29]1[CH2:34][C:33](C)(C)[NH:32][C:31](C)(C)[CH2:30]1>CS(C)=O>[C:5]([N:32]1[CH2:31][CH2:30][CH:29]([C:2]2[CH:11]=[C:10]3[C:5]([CH:6]=[CH:7][C:8](=[O:20])[N:9]3[C:12]3[C:17]([Cl:18])=[CH:16][CH:15]=[CH:14][C:13]=3[Cl:19])=[C:4]([C:21]3[CH:26]=[CH:25][CH:24]=[CH:23][C:22]=3[Cl:27])[N:3]=2)[CH2:34][CH2:33]1)([CH3:10])([CH3:6])[CH3:4]. Procedure: A mixture of 200 mg of 7-bromo-5-(2-chlorophenyl)-1-(2,6-dichlorophenyl)-1,6-naphthyridin-2(1H)-one (COMPOUND HHH2) and 1 mL of 4-amino-2,2,6,6-tetramethylpiperidine in 0.5 mL of DMSO was stirred at 130° C. for 3 h. The mixture was cooled, filtered, and purified by reverse-phase preparative HPLC (YMC C18 100×50 mm column; 10:90 to 90:10 v/v acetonitrile/water+0.1% TFA over 15 min; 20 mL/min) to yield the title compound. Mass spectrum (ESI) 557 (M+1). 1H NMR (500 MHz, CD3OD): selected peaks δ 1.3...